From a dataset of the Open Reaction Database (ORD), a public repository of structured organic reaction records. describe an organic reaction: reactants, conditions, products, and yield Starting materials: Cc1cc(NC(=O)C2(C)CO2)ccc1[N+](=O)[O-], CC#N, [O-][Cl+3]([O-])([O-])[O-], Nc1ccc(F)cc1, [Na+]. Product: Cc1cc(NC(=O)C(C)(O)CNc2ccc(F)cc2)ccc1[N+](=O)[O-]. As a reaction SMILES: [CH3:1][c:2]1[cH:3][c:4]([NH:11][C:12](=[O:13])[C:14]2([CH3:17])[O:15][CH2:16]2)[cH:5][cH:6][c:7]1[N+:8](=[O:9])[O-:10].[CH3:32][C:33]#[N:34].[Cl+3:26]([O-:27])([O-:28])([O-:29])[O-:30].[NH2:18][c:19]1[cH:20][cH:21][c:22]([F:23])[cH:24][cH:25]1.[Na+:31]>>[CH3:1][c:2]1[cH:3][c:4]([NH:11][C:12](=[O:13])[C:14]([OH:15])([CH2:16][NH:18][c:19]2[cH:20][cH:21][c:22]([F:23])[cH:24][cH:25]2)[CH3:17])[cH:5][cH:6][c:7]1[N+:8](=[O:9])[O-:10]. The reactants are ClC1=NC=C(C(=N1)NC1=CC2=C(C=C1)OCCO2)F (2-chloro-N4-(3,4-ethylenedioxyphenyl)-5-fluoro-4-pyrimidineamine), ClC1=NC=C(C(=N1)Cl)F (2,4-dichloro-5-fluoropyrimidine), NC=1C=CC=2OCC(NC2N1)=O (6-amino-2H-pyrido[3,2-b]-1,4-oxazin-3(4H)-one). Product: ClC1=NC=C(C(=N1)NC=1C=CC=2OCC(NC2N1)=O)F (2-chloro-5-fluoro-N4-[2H-pyrido[3,2-b]-1,4-oxazin-3(4H)-one-6-yl]-4-pyrimidineamine). As a reaction SMILES: ClC1N=C(NC2C=CC3OCCOC=3C=2)C(F)=CN=1.[Cl:20][C:21]1[N:26]=[C:25](Cl)[C:24]([F:28])=[CH:23][N:22]=1.[NH2:29][C:30]1[CH:31]=[CH:32][C:33]2[O:34][CH2:35][C:36](=[O:40])[NH:37][C:38]=2[N:39]=1>>[Cl:20][C:21]1[N:26]=[C:25]([NH:29][C:30]2[CH:31]=[CH:32][C:33]3[O:34][CH2:35][C:36](=[O:40])[NH:37][C:38]=3[N:39]=2)[C:24]([F:28])=[CH:23][N:22]=1. Procedure details: In a manner similar to the preparation of 2-chloro-N4-(3,4-ethylenedioxyphenyl)-5-fluoro-4-pyrimidineamine, 2,4-dichloro-5-fluoropyrimidine and 6-amino-2H-pyrido[3,2-b]-1,4-oxazin-3(4H)-one were reacted to yield 2-chloro-5-fluoro-N4-[2H-pyrido[3,2-b]-1,4-oxazin-3(4H)-one-6-yl]-4-pyrimidineamine. 1H NMR (DMSO-d6): δ 4.63 (s, 2H), 7.34 (d, J=8.7 Hz, 1H), 7.44 (d, J=8.4 Hz, 1H), 8.33 (d, J=3.3 Hz, 1H), 10.14 (s, 1H, NH), 11.19 (s, 1H, NH); 19F NMR (282 MHz, DMSO-d6): δ −152.35; LCMS: ret. time: 26....